This data is from the Open Reaction Database (ORD), a public repository of structured organic reaction records. The task is: describe an organic reaction: reactants, conditions, products, and yield The reactants are IC1=CC=C(N)C=C1 (4-iodoaniline), C(C1=CC=NC=C1)(=O)O (isonicotinic acid), IC1=CC=C(N)C=C1 (4-iodoaniline), C1=C(C=CC2=CC=CC=C12)C(=O)O (2-napthoic acid). Yields the product IC1=CC=C(C=C1)NC(C1=CC=NC=C1)=O (N-(4-Iodo-phenyl)-isonicotinamide). As a reaction SMILES: [C:1]([OH:9])(=O)[C:2]1[CH:7]=[CH:6][N:5]=[CH:4][CH:3]=1.[I:10][C:11]1[CH:17]=[CH:16][C:14]([NH2:15])=[CH:13][CH:12]=1.C1C2C(=CC=CC=2)C=CC=1C(O)=O>>[I:10][C:11]1[CH:17]=[CH:16][C:14]([NH:15][C:1](=[O:9])[C:2]2[CH:3]=[CH:4][N:5]=[CH:6][CH:7]=2)=[CH:13][CH:12]=1. Reported procedure: This compound was synthesized by the same procedure as for Example 15, except isonicotinic acid and 4-iodoaniline were used instead of 2-napthoic acid and 4-iodoaniline. M+325.1, mp 245-250° C. The reactants are CC#N, O=Cc1ccccc1, CC(C)(C)OC(=O)N1C=CCCC1, Nc1ccccc1, O. The product is CC(C)(C)OC(=O)N1CCCC2C(c3ccccc3)Nc3ccccc3C21. As a reaction SMILES: [CH3:30][C:31]#[N:32].[CH:1](=[O:2])[c:3]1[cH:4][cH:5][cH:6][cH:7][cH:8]1.[N:16]1([C:22](=[O:23])[O:24][C:25]([CH3:26])([CH3:27])[CH3:28])[CH2:17][CH2:18][CH2:19][CH:20]=[CH:21]1.[NH2:9][c:10]1[cH:11][cH:12][cH:13][cH:14][cH:15]1.[OH2:29]>>[CH:1]1([c:3]2[cH:4][cH:5][cH:6][cH:7][cH:8]2)[NH:9][c:10]2[c:11]([cH:12][cH:13][cH:14][cH:15]2)[CH:21]2[N:16]([C:22](=[O:23])[O:24][C:25]([CH3:26])([CH3:27])[CH3:28])[CH2:17][CH2:18][CH2:19][CH:20]12. Reactants: [H-].[Na+] (Sodium hydride), NC1=CC(OC2=C(C(=CC=C12)OC)OC1CCCC1)=O (4-amino-8-(cyclopentyloxy)-7-methoxy-2H-chromen-2-one), CS(=O)C (DMSO), BrC=1C=NC=C(C1Cl)Cl (3-bromo-4,5-dichloropyridine). Solvent: [Cl-].[Na+].O (brine). Run at time 10 minute. Yields the product BrC=1C=NC=C(C1NC1=CC(OC2=C(C(=CC=C12)OC)OC1CCCC1)=O)Cl (4-(3-bromo-5-chloropyridin-4-ylamino)-8-(cyclopentyloxy)-7-methoxy-2H-chromen-2-one). As a reaction SMILES: [H-].[Na+].[NH2:3][C:4]1[C:13]2[C:8](=[C:9]([O:16][CH:17]3[CH2:21][CH2:20][CH2:19][CH2:18]3)[C:10]([O:14][CH3:15])=[CH:11][CH:12]=2)[O:7][C:6](=[O:22])[CH:5]=1.CS(C)=O.[Br:27][C:28]1[CH:29]=[N:30][CH:31]=[C:32]([Cl:35])[C:33]=1Cl>[Cl-].[Na+].O>[Br:27][C:28]1[CH:29]=[N:30][CH:31]=[C:32]([Cl:35])[C:33]=1[NH:3][C:4]1[C:13]2[C:8](=[C:9]([O:16][CH:17]3[CH2:21][CH2:20][CH2:19][CH2:18]3)[C:10]([O:14][CH3:15])=[CH:11][CH:12]=2)[O:7][C:6](=[O:22])[CH:5]=1 |f:0.1,5.6.7|. Procedure details: Sodium hydride (7 mg, 60%, 0.18 mmol) was added to a solution of 4-amino-8-(cyclopentyloxy)-7-methoxy-2H-chromen-2-one (77 mg, 0.28 mmol, Example 3, Step 1) and anhydrous DMSO (3 mL) under N2. After 10 min, 3-bromo-4,5-dichloropyridine (69 mg, 0.31 mmol) was added, and the reaction was stirred for 20 h, poured into brine, and extracted with EtOAc. The organic extract was dried, filtered, concentrated, and purified by reverse-phase HPLC (20→100% MeCN/H2O) to give 4-(3-bromo-5-chloropyridin-4-ylam... Reactants: [N+](=O)([O-])[O-].[NH4+] (Ammonium nitrate), C(C)C1=CC=C(N)C=C1 (4-ethylaniline). Solvent: S(O)(O)(=O)=O (sulfuric acid). Reaction conditions: time 2 hour. The product is C(C)C1=C(C=C(N)C=C1)[N+](=O)[O-] (4-ethyl-3-nitroaniline). Yield: 75.2%. RXN SMILES: [N+:1]([O-:4])([O-])=[O:2].[NH4+].[CH2:6]([C:8]1[CH:14]=[CH:13][C:11]([NH2:12])=[CH:10][CH:9]=1)[CH3:7]>S(=O)(=O)(O)O>[CH2:6]([C:8]1[CH:14]=[CH:13][C:11]([NH2:12])=[CH:10][C:9]=1[N+:1]([O-:4])=[O:2])[CH3:7] |f:0.1|. Procedure details: Ammonium nitrate (39.6 g, 0.49 mol) is added portionwise to a chilled (ice-bath) solution of 4-ethylaniline (20 g, 0.16 mol) in concentrated sulfuric acid (100 ml), maintaining the temperature at −10° C. to 0° C. by external cooling. The reaction mixture is stirred for two hours, then poured onto crushed ice, and the precipitate is collected by filtration. The solid is taken up in water, the solution made neutral by addition of dilute aqueous sodium hydroxide solution and extracted with ethyl ac...